This data is from the Open Reaction Database (ORD), a public repository of structured organic reaction records. The task is: describe an organic reaction: reactants, conditions, products, and yield Starting materials: O=C1CCC(=O)N1Br, COC(=O)c1ccc(Br)cc1C, ClCCl, [W]. The product is COC(=O)c1ccc(Br)cc1CBr. As a reaction SMILES: [Br:13][N:14]1[C:15](=[O:16])[CH2:17][CH2:18][C:19]1=[O:20].[Br:1][c:2]1[cH:3][c:4]([CH3:12])[c:5]([C:6](=[O:7])[O:8][CH3:9])[cH:10][cH:11]1.[Cl:22][CH2:23][Cl:24].[W:21]>>[Br:1][c:2]1[cH:3][c:4]([CH2:12][Br:13])[c:5]([C:6](=[O:7])[O:8][CH3:9])[cH:10][cH:11]1. Reaction SMILES: COC1C=C(OC)C=CC=1C[N:6]([C:36]1[S:40][N:39]=[CH:38][N:37]=1)[S:7]([C:10]1[CH:18]=[C:17]2[C:13]([C:14]([C:20]3[CH:25]=[CH:24][C:23](C(F)(F)F)=[CH:22][C:21]=3[C:30]3[N:34]([CH3:35])[N:33]=[CH:32][CH:31]=3)=[CH:15][N:16]2[CH3:19])=[CH:12][CH:11]=1)(=[O:9])=[O:8].[ClH:47]>CO>[Cl:47][C:23]1[CH:24]=[CH:25][C:20]([C:14]2[C:13]3[C:17](=[CH:18][C:10]([S:7]([NH:6][C:36]4[S:40][N:39]=[CH:38][N:37]=4)(=[O:8])=[O:9])=[CH:11][CH:12]=3)[N:16]([CH3:19])[CH:15]=2)=[C:21]([C:30]2[N:34]([CH3:35])[N:33]=[CH:32][CH:31]=2)[CH:22]=1. Reported procedure: A 10-mL round-bottom flask was charged with N-(2,4-dimethoxybenzyl)-1-methyl-3-(2-(1-methyl-1H-pyrazol-5-yl)-4-(trifluoromethyl)phenyl)-N-(1,2,4-thiadiazol-5-yl)-1H-indole-6-sulfonamide (35.79 mg, 0.056 mmol) and methanol (1 mL). Hydrogen chloride (4M in 1,4-dioxane) (141 μl, 0.563 mmol) was added, and the resulting solution was stirred for 45 min. The reaction mixture was loaded onto a 500 mg SCX-2 ion exchange column (Silicycle, Quebec City, Canada). The column was eluted with methanol, then w... Yields the product ClC1=CC(=C(C=C1)C1=CN(C2=CC(=CC=C12)S(=O)(=O)NC1=NC=NS1)C)C1=CC=NN1C (3-(4-chloro-2-(1-methyl-1H-pyrazol-5-yl)phenyl)-1-methyl-N-(1,2,4-thiadiazol-5-yl)-1H-indole-6-sulfonamide). Solvent: CO (methanol). Yield: 44.6%. Reactants: Cl (Hydrogen chloride), COC1=C(CN(S(=O)(=O)C2=CC=C3C(=CN(C3=C2)C)C2=C(C=C(C=C2)C(F)(F)F)C2=CC=NN2C)C2=NC=NS2)C=CC(=C1)OC (N-(2,4-dimethoxybenzyl)-1-methyl-3-(2-(1-methyl-1H-pyrazol-5-yl)-4-(trifluoromethyl)phenyl)-N-(1,2,4-thiadiazol-5-yl)-1H-indole-6-sulfonamide), SCX-2 ion. Run at time 45 minute. Reactants: O (water), C(\C=C/C(=O)O)(=O)O (maleic acid), C1C=CC2C1C3CC2C=C3 (dicyclopentadiene). Product: C1C=CC2C1C3CC2C=C3 (dicyclopentadiene), C1(\C=C/C(=O)O1)=O (maleic anhydride). As a reaction SMILES: [C:1]([OH:8])(=[O:7])/[CH:2]=[CH:3]\[C:4]([OH:6])=O.[CH2:9]1[CH:13]2[CH:14]3[CH:18]=[CH:17][CH:16]([CH:12]2[CH:11]=[CH:10]1)[CH2:15]3.O>>[CH2:9]1[CH:13]2[CH:14]3[CH:18]=[CH:17][CH:16]([CH:12]2[CH:11]=[CH:10]1)[CH2:15]3.[C:4]1(=[O:6])[O:8][C:1](=[O:7])[CH:2]=[CH:3]1. Reported procedure: The following example is for a case where an addition product of maleic acid to dicyclopentadiene produced from 1 mol (132 g) dicyclopentadiene, 1 mol (98 g) maleic anhydride and 1 mol (18 g) water is dehydrated and condensed with 0.6 mol (37.2 g) ethylene glycol. First, since the theoretic amount of the produced addition product of maleic acid to dicyclopentadiene is 1 mol, the weight is given by the equation: 132 g+98 g+18 g=248 g. Since there are 1.2 mol hydroxyl groups and 1 mol carboxyl gro... Reactants: CO, O=[N+]([O-])c1ccc(S(=O)(=O)N2CC2c2ccc(Cl)cc2)cc1, ClCCl. Product: COC(CNS(=O)(=O)c1ccc([N+](=O)[O-])cc1)c1ccc(Cl)cc1. As a reaction SMILES: [CH3:23][OH:24].[Cl:1][c:2]1[cH:3][cH:4][c:5]([CH:8]2[N:9]([S:11](=[O:12])(=[O:13])[c:14]3[cH:15][cH:16][c:17]([N+:20](=[O:21])[O-:22])[cH:18][cH:19]3)[CH2:10]2)[cH:6][cH:7]1.[Cl:25][CH2:26][Cl:27]>>[Cl:1][c:2]1[cH:3][cH:4][c:5]([CH:8]([CH2:10][NH:9][S:11](=[O:12])(=[O:13])[c:14]2[cH:15][cH:16][c:17]([N+:20](=[O:21])[O-:22])[cH:18][cH:19]2)[O:24][CH3:23])[cH:6][cH:7]1. Reactants: NC1=C(C(=NN1C)OC)C1=CC2=C(OCO2)C=C1 (5-amino-4-(1,3-benzodioxol-5-yl)-3-methoxy-1-methyl-1H-pyrazole), COC1=CC=C(C=C1)S(=O)(=O)Cl (4-methoxybenzenesulfonyl chloride). The reagents and catalysts are CN(C1=CC=NC=C1)C (4-dimethylaminopyridine). The solvent is N1=CC=CC=C1 (pyridine). Reaction conditions: time 16 hour. The product is O1COC2=C1C=CC(=C2)C=2C(=NN(C2NS(=O)(=O)C2=CC=C(C=C2)OC)C)OC (N-[4-(1,3-benzodioxol-5-yl)-3-methoxy-1-methyl-1H-pyrazol-5-yl]-4-methoxybenzenesulfonamide). Yield: 5.9%. RXN SMILES: [NH2:1][C:2]1[N:6]([CH3:7])[N:5]=[C:4]([O:8][CH3:9])[C:3]=1[C:10]1[CH:18]=[CH:17][C:13]2[O:14][CH2:15][O:16][C:12]=2[CH:11]=1.[CH3:19][O:20][C:21]1[CH:26]=[CH:25][C:24]([S:27](Cl)(=[O:29])=[O:28])=[CH:23][CH:22]=1>CN(C)C1C=CN=CC=1.N1C=CC=CC=1>[O:14]1[C:13]2[CH:17]=[CH:18][C:10]([C:3]3[C:4]([O:8][CH3:9])=[N:5][N:6]([CH3:7])[C:2]=3[NH:1][S:27]([C:24]3[CH:23]=[CH:22][C:21]([O:20][CH3:19])=[CH:26][CH:25]=3)(=[O:29])=[O:28])=[CH:11][C:12]=2[O:16][CH2:15]1. Procedure: To a solution of 5-amino-4-(1,3-benzodioxol-5-yl)-3-methoxy-1-methyl-1H-pyrazole (Preparation 43) (100 mg) and 4-dimethylaminopyridine (50 mg) in pyridine (4 ml) at room temperature was added 4-methoxybenzenesulfonyl chloride (145 mg), the resulting mixture was stirred at room temperature for 16 hours. The reaction mixture was concentrated under reduced pressure and the residue quenched with citric acid (10%, 10 ml) and then extracted with ethyl acetate (2×10 ml). The organic fractions were comb...